From a dataset of the Open Reaction Database (ORD), a public repository of structured organic reaction records. describe an organic reaction: reactants, conditions, products, and yield Reactants: FC1=C(C(=O)OC)C=CC(=C1)[N+](=O)[O-] (Methyl 2-fluoro-4-nitrobenzoate). Reagents/catalysts: [Pd] (Pd/C). Solvent: CO (MeOH). Conditions: time 2 hour. Product: NC1=CC(=C(C(=O)OC)C=C1)F (methyl 4-amino-2-fluorobenzoate). Isolated yield 97.5%. As a reaction SMILES: [F:1][C:2]1[CH:11]=[C:10]([N+:12]([O-])=O)[CH:9]=[CH:8][C:3]=1[C:4]([O:6][CH3:7])=[O:5]>CO.[Pd]>[NH2:12][C:10]1[CH:9]=[CH:8][C:3]([C:4]([O:6][CH3:7])=[O:5])=[C:2]([F:1])[CH:11]=1. Procedure details: Methyl 2-fluoro-4-nitrobenzoate (1.05 g, 5.273 mmol) was dissolved in MeOH. Pd/C (105 mg) was added to the resulting mixture. The reaction mixture was stirred at room temperature for 2 hours under H2. The mixture was filtered through Celite and the filtrate was concentrated under reduced pressure. The crude product was purified by column chromatography to give pure compound methyl 4-amino-2-fluorobenzoate (870 mg, 98%).